This data is from the Open Reaction Database (ORD), a public repository of structured organic reaction records. The task is: describe an organic reaction: reactants, conditions, products, and yield The reactants are NC=1SC2=C(N1)C=CC=C2 (2-amino-benzothiazole), O1C(=CC=C1)C(=O)Cl (furan-2-carboxylic acid chloride). The solvent is N1=CC=CC=C1 (pyridine). The product is S1C(=NC2=C1C=CC=C2)NC(=O)C=2OC=CC2 (Furan-2-carboxylic acid benzothiazol-2-ylamide). RXN SMILES: [NH2:1][C:2]1[S:3][C:4]2[CH:10]=[CH:9][CH:8]=[CH:7][C:5]=2[N:6]=1.[O:11]1[CH:15]=[CH:14][CH:13]=[C:12]1[C:16](Cl)=[O:17]>N1C=CC=CC=1>[S:3]1[C:4]2[CH:10]=[CH:9][CH:8]=[CH:7][C:5]=2[N:6]=[C:2]1[NH:1][C:16]([C:12]1[O:11][CH:15]=[CH:14][CH:13]=1)=[O:17]. Procedure details: Using 2-amino-benzothiazole and furan-2-carboxylic acid chloride in pyridine the title compound was obtained as a white solid (83% yield), MS: m/e=244 (M+). The reactants are CN1CCNCC1, CCOC(C)=O, Cc1cc(C)cc(NC(=O)c2cccnc2SCc2ccnc(F)c2)c1. The product is Cc1cc(C)cc(NC(=O)c2cccnc2SCc2ccnc(N3CCN(C)CC3)c2)c1. Reaction SMILES: [CH3:1][N:2]1[CH2:3][CH2:4][NH:5][CH2:6][CH2:7]1.[CH3:34][CH2:35][O:36][C:37](=[O:38])[CH3:39].[CH3:8][c:9]1[cH:10][c:11]([NH:16][C:17](=[O:18])[c:19]2[c:20]([S:25][CH2:26][c:27]3[cH:28][c:29]([F:33])[n:30][cH:31][cH:32]3)[n:21][cH:22][cH:23][cH:24]2)[cH:12][c:13]([CH3:15])[cH:14]1>>[CH3:1][N:2]1[CH2:3][CH2:4][N:5]([c:29]2[cH:28][c:27]([CH2:26][S:25][c:20]3[c:19]([C:17]([NH:16][c:11]4[cH:10][c:9]([CH3:8])[cH:14][c:13]([CH3:15])[cH:12]4)=[O:18])[cH:24][cH:23][cH:22][n:21]3)[cH:32][cH:31][n:30]2)[CH2:6][CH2:7]1. Reactants: O=[N+]([O-])c1ccc(Br)cn1, CS(C)=O, ClCCl, [K+], [K+], CC(C)(C)OC(=O)N1CCNCC1, O=C([O-])[O-], O. Product: CC(C)(C)OC(=O)N1CCN(c2ccc([N+](=O)[O-])nc2)CC1. As a reaction SMILES: [Br:1][c:2]1[cH:3][cH:4][c:5]([N+:8](=[O:9])[O-:10])[n:6][cH:7]1.[CH3:31][S:32]([CH3:33])=[O:34].[Cl:35][CH2:36][Cl:37].[K+:11].[K+:12].[N:17]1([C:23](=[O:24])[O:25][C:26]([CH3:27])([CH3:28])[CH3:29])[CH2:18][CH2:19][NH:20][CH2:21][CH2:22]1.[O-:13][C:14]([O-:15])=[O:16].[OH2:30]>>[c:2]1([N:20]2[CH2:19][CH2:18][N:17]([C:23](=[O:24])[O:25][C:26]([CH3:27])([CH3:28])[CH3:29])[CH2:22][CH2:21]2)[cH:3][cH:4][c:5]([N+:8](=[O:9])[O-:10])[n:6][cH:7]1. The reactants are C(C1=CC=CC=C1)(=O)OCCCCCCCCCCCCCCCC(C)C (Isostearyl Benzoate), C(CCCCCCC)(=O)[O-] (Octanoate), C(CCCCCCCCCCCCCCC)(=O)[O-] (Palmitate), C(C(O)C)(=O)[O-] (Lactate), C(C(C)(C)C)(=O)[O-] (Neopentanoate), C(CCCCCCCCCCCCC)(=O)[O-] (Myristate). Yields the product C(C(O)CO)OCCCCCCCCCCCCCCCC(C)C (Isostearyl Glyceryl Ether). RXN SMILES: C([O:9][CH2:10][CH2:11][CH2:12][CH2:13][CH2:14][CH2:15][CH2:16][CH2:17][CH2:18][CH2:19][CH2:20][CH2:21][CH2:22][CH2:23][CH2:24][CH:25]([CH3:27])[CH3:26])(=O)C1C=CC=CC=1.[C:28]([O-:33])(=O)[CH:29]([CH3:31])[OH:30].C([O-])(=O)C(C)(C)C.C([O-])(=O)CCCCCCC.C([O-])(=O)CCCCCCCCCCCCCCC.C([O-])(=O)CCCCCCCCCCCCC>>[CH2:31]([O:9][CH2:10][CH2:11][CH2:12][CH2:13][CH2:14][CH2:15][CH2:16][CH2:17][CH2:18][CH2:19][CH2:20][CH2:21][CH2:22][CH2:23][CH2:24][CH:25]([CH3:27])[CH3:26])[CH:29]([CH2:28][OH:33])[OH:30]. Procedure: Isostearyl Benzoate, Lactate, Neopentanoate, Octanoate, Palmitate or Myristate Reactants: ClC1=CC=C(CC2CCN(CC2)CCC#C)C=C1 (4-(4-chlorobenzyl)-1-(but-3-yn-1-yl)piperidine), IC1=CC=C(N)C=C1 (4-iodoaniline). Reagents/catalysts: C=1C=CC(=CC1)[P](C=2C=CC=CC2)(C=3C=CC=CC3)[Pd]([P](C=4C=CC=CC4)(C=5C=CC=CC5)C=6C=CC=CC6)([P](C=7C=CC=CC7)(C=8C=CC=CC8)C=9C=CC=CC9)[P](C=1C=CC=CC1)(C=1C=CC=CC1)C=1C=CC=CC1 (Pd(PPh3)4). The solvent is C(CCC)N (butylamine). The product is NC1=CC=C(C=C1)C#CCCN1CCC(CC1)CC1=CC=C(C=C1)Cl (1-(4-(4-Aminophenyl)-3-butynyl)-4-(4-chlorobenzyl)piperidine). Yield: 11.7%. Reaction SMILES: [Cl:1][C:2]1[CH:18]=[CH:17][C:5]([CH2:6][CH:7]2[CH2:12][CH2:11][N:10]([CH2:13][CH2:14][C:15]#[CH:16])[CH2:9][CH2:8]2)=[CH:4][CH:3]=1.I[C:20]1[CH:26]=[CH:25][C:23]([NH2:24])=[CH:22][CH:21]=1>C(N)CCC.C1C=CC([P]([Pd]([P](C2C=CC=CC=2)(C2C=CC=CC=2)C2C=CC=CC=2)([P](C2C=CC=CC=2)(C2C=CC=CC=2)C2C=CC=CC=2)[P](C2C=CC=CC=2)(C2C=CC=CC=2)C2C=CC=CC=2)(C2C=CC=CC=2)C2C=CC=CC=2)=CC=1>[NH2:24][C:23]1[CH:25]=[CH:26][C:20]([C:16]#[C:15][CH2:14][CH2:13][N:10]2[CH2:9][CH2:8][CH:7]([CH2:6][C:5]3[CH:4]=[CH:3][C:2]([Cl:1])=[CH:18][CH:17]=3)[CH2:12][CH2:11]2)=[CH:21][CH:22]=1 |^1:35,37,56,75|. Procedure details: To a solution of 4-(4-chlorobenzyl)-1-(but-3-yn-1-yl)piperidine (318 mg, 1.21 mmol) and 4-iodoaniline (265 mg, 2.19 mmol) in 10 mL of butylamine is added 70 mg of Pd(PPh3)4. The resulting solution is allowed to reflux for 24 hr. The solvent is evaporated in vacuo and the residue is purified by flash chromatography giving the title product as a brown oil (50 mg, 12%): 1H NMR (CDCl3) 1.24 (m, 2 H), 1.44 (m, 1 H), 1.58 (m, 2 H), 1.96 ( m, 3 H), 2.15 (m, 2 H), 2.55 (m, 4 H), 2.89 (m, 2 H), 3.75 (bs,...